This data is from the Open Reaction Database (ORD), a public repository of structured organic reaction records. The task is: describe an organic reaction: reactants, conditions, products, and yield Starting materials: C(C)(C)(C)OC(NCC#CC1=CC2=C(NCCN2CC2=C(C=CC(=C2)Cl)Cl)N=C1)=O ({3-[1-(2,5-Dichlorobenzyl)-1,2,3,4-tetrahydropyrido[2,3-b]pyrazin-7-yl]prop-2-ynyl}carbamic acid tert-butyl ester), FC(C(=O)O)(F)F (trifluoroacetic acid), [OH-].[Na+] (NaOH). The solvent is C(Cl)Cl (CH2Cl2), C(Cl)Cl (CH2Cl2). Yields the product ClC1=C(CN2C3=C(NCC2)N=CC(=C3)C#CCN)C=C(C=C1)Cl (3-[1-(2,5-Dichlorobenzyl)-1,2,3,4-tetrahydropyrido[2,3-b]pyrazin-7-yl]prop-2-ynylamine). Isolated yield 37.0%. RXN SMILES: C(OC(=O)[NH:7][CH2:8][C:9]#[C:10][C:11]1[CH:29]=[N:28][C:14]2[NH:15][CH2:16][CH2:17][N:18]([CH2:19][C:20]3[CH:25]=[C:24]([Cl:26])[CH:23]=[CH:22][C:21]=3[Cl:27])[C:13]=2[CH:12]=1)(C)(C)C.FC(F)(F)C(O)=O.[OH-].[Na+]>C(Cl)Cl>[Cl:27][C:21]1[CH:22]=[CH:23][C:24]([Cl:26])=[CH:25][C:20]=1[CH2:19][N:18]1[CH2:17][CH2:16][NH:15][C:14]2[N:28]=[CH:29][C:11]([C:10]#[C:9][CH2:8][NH2:7])=[CH:12][C:13]1=2 |f:2.3|. Reported procedure: {3-[1-(2,5-Dichlorobenzyl)-1,2,3,4-tetrahydropyrido[2,3-b]pyrazin-7-yl]prop-2-ynyl}carbamic acid tert-butyl ester (19 mg), trifluoroacetic acid (250 μL) and CH2Cl2 (1 mL) were stirred under nitrogen at room temperature for 1.5 hours. 2 N NaOH (2 mL) and CH2Cl2 (approx. 10 mL) were added. The organic phase was isolated, washed twice with H2O, washed once with brine, dried over sodium sulfate, filtered and then purified by normal phase column chromatography, eluting with 5% methanol in methylene c... The reactants are O=C([O-])[O-], COc1ncc(B(O)O)c(OC)n1, Cc1ccc(I)c(F)n1, [Na+], [Na+], CC(=O)[O-], CC(=O)[O-], [Pd+2], c1ccc(P(c2ccccc2)c2ccccc2)cc1. Product: COc1ncc(-c2ccc(C)nc2F)c(OC)n1. Reaction SMILES: [C:23](=[O:24])([O-:25])[O-:26].[CH3:1][O:2][c:3]1[n:4][cH:5][c:6]([B:11]([OH:12])[OH:13])[c:7]([O:9][CH3:10])[n:8]1.[F:14][c:15]1[n:16][c:17]([CH3:22])[cH:18][cH:19][c:20]1[I:21].[Na+:27].[Na+:28].[O-:49][C:50]([CH3:51])=[O:52].[O-:53][C:54]([CH3:55])=[O:56].[Pd+2:48].[c:29]1([P:30]([c:31]2[cH:32][cH:33][cH:34][cH:35][cH:36]2)[c:37]2[cH:38][cH:39][cH:40][cH:41][cH:42]2)[cH:43][cH:44][cH:45][cH:46][cH:47]1>>[CH3:1][O:2][c:3]1[n:4][cH:5][c:6](-[c:20]2[c:15]([F:14])[n:16][c:17]([CH3:22])[cH:18][cH:19]2)[c:7]([O:9][CH3:10])[n:8]1. Reactants: CN1C(=NC(=C1)[N+](=O)[O-])C(=O)OCC (ethyl 1-methyl-4-nitro-1H-imidazole-2-carboxylate). Reaction SMILES: [CH3:1][N:2]1[CH:6]=[C:5]([N+:7]([O-])=O)[N:4]=[C:3]1[C:10]([O:12][CH2:13][CH3:14])=[O:11]>C(O)C.[Pd]>[NH2:7][C:5]1[N:4]=[C:3]([C:10]([O:12][CH2:13][CH3:14])=[O:11])[N:2]([CH3:1])[CH:6]=1. The product is NC=1N=C(N(C1)C)C(=O)OCC (Ethyl 4-amino-1-methyl-1H-imidazole-2-carboxylate). The reagents and catalysts are [Pd] (palladium-on-carbon). Reported procedure: 0.50 g (2.5 mmol) of ethyl 1-methyl-4-nitro-1H-imidazole-2-carboxylate are dissolved in 7.5 ml of ethanol, 0.13 g (0.13 mmol) of palladium-on-carbon (10%) are added and the mixture is hydrogenated at 3 bar for 12 h. The reaction solution is then filtered through kieselguhr and the filtrate is concentrated. The residue is dried in vacuo and reacted further without further purification. Solvent: C(C)O (ethanol). Run at time 12 hour. Reactants: CC1(OC2=C(C(=C1)C1=NC=CC=C1)C=C(C=C2)C(=O)OC)C (methyl 2,2-dimethyl-4-(2-pyridyl)-2H-1-benzopyran-6-carboxylate), ClC1=CC(=CC=C1)C(=O)OO (m-chloroperbenzoic acid). The solvent is ClCCl (dichloromethane). Run at time 8 hour. Yields the product COC(=O)C=1C=CC2=C(C(=CC(O2)(C)C)C2=[N+](C=CC=C2)[O-])C1 (2-[6-(methoxycarbonyl)-2,2-dimethyl-2H-1-benzopyran-4-yl]pyridine N-oxide). Isolated yield 15.3%. As a reaction SMILES: [CH3:1][C:2]1([CH3:22])[CH:7]=[C:6]([C:8]2[CH:13]=[CH:12][CH:11]=[CH:10][N:9]=2)[C:5]2[CH:14]=[C:15]([C:18]([O:20][CH3:21])=[O:19])[CH:16]=[CH:17][C:4]=2[O:3]1.ClC1C=CC=C(C(OO)=[O:31])C=1>ClCCl>[CH3:21][O:20][C:18]([C:15]1[CH:16]=[CH:17][C:4]2[O:3][C:2]([CH3:22])([CH3:1])[CH:7]=[C:6]([C:8]3[CH:13]=[CH:12][CH:11]=[CH:10][N+:9]=3[O-:31])[C:5]=2[CH:14]=1)=[O:19]. Procedure details: 402 mg of methyl 2,2-dimethyl-4-(2-pyridyl)-2H-1-benzopyran-6-carboxylate were dissolved in 15 ml of dichloromethane at room temperature and 330 mg of m-chloroperbenzoic acid were added. After stirring at room temperature overnight the mixture was washed with sodium bisulphite solution and sodium bicarbonate solution, dried over sodium sulphate and evaporated. The residue was chromatographed on silica gel using 10% (v/v) methanol/ethyl acetate for the elution. The product was recrystallized from...